This data is from the Open Reaction Database (ORD), a public repository of structured organic reaction records. The task is: describe an organic reaction: reactants, conditions, products, and yield Starting materials: CC(C#N)C1=CC=CC2=C(ON=C21)C2=CC=CC=C2 (α-methyl-3-phenyl-2,1-benzisoxazole-7-acetonitrile), [OH-].[Na+] (sodium hydroxide), C(C)O (ethanol). Run in O (water). Yields the product CC(C(=O)O)C1=CC=CC2=C(ON=C21)C2=CC=CC=C2 (α-Methyl-3-phenyl-2,1-benzisoxazole-7-acetic acid). The yield is 31.0%. Reaction SMILES: [CH3:1][CH:2]([C:5]1[C:13]2[C:9](=[C:10]([C:14]3[CH:19]=[CH:18][CH:17]=[CH:16][CH:15]=3)[O:11][N:12]=2)[CH:8]=[CH:7][CH:6]=1)[C:3]#N.[OH-:20].[Na+].C([OH:24])C>O>[CH3:1][CH:2]([C:5]1[C:13]2[C:9](=[C:10]([C:14]3[CH:19]=[CH:18][CH:17]=[CH:16][CH:15]=3)[O:11][N:12]=2)[CH:8]=[CH:7][CH:6]=1)[C:3]([OH:24])=[O:20] |f:1.2|. Procedure details: A mixture of 7.7 g (0.031 mole) of α-methyl-3-phenyl-2,1-benzisoxazole-7-acetonitrile, 20 ml of 20% sodium hydroxide and 150 ml of 95% ethanol was heated at reflux and under an argon atmosphere for 21 hr. The reaction mixture was poured into 1.2 liters of water and filtered. The filtrate was treated with charcoal and filtered through Celite. The filtrate pH was adjusted to 7 with concentrated hydrochloric acid and filtered. The filtrate pH was adjusted to 2 with concentrated hydrochloric acid an... The reactants are CC1(C)Cc2cccc(O)c2O1, CC(Cl)OC(=O)Cl, ClCCl, c1ccncc1. Yields the product CC(Cl)OC(=O)Oc1cccc2c1OC(C)(C)C2. Reaction SMILES: [CH3:8][C:9]1([CH3:19])[O:10][c:11]2[c:12]([cH:14][cH:15][cH:16][c:17]2[OH:18])[CH2:13]1.[Cl:1][CH:2]([CH3:3])[O:4][C:5](=[O:6])[Cl:7].[Cl:26][CH2:27][Cl:28].[cH:20]1[cH:21][cH:22][n:23][cH:24][cH:25]1>>[Cl:1][CH:2]([CH3:3])[O:4][C:5](=[O:6])[O:18][c:17]1[c:11]2[c:12]([cH:14][cH:15][cH:16]1)[CH2:13][C:9]([CH3:8])([CH3:19])[O:10]2.